From a dataset of the Open Reaction Database (ORD), a public repository of structured organic reaction records. describe an organic reaction: reactants, conditions, products, and yield Starting materials: FC=1C=C(CBr)C=CC1F (3,4-difluorobenzyl bromide), [H-].[Na+] (sodium hydride), OC1CN(CCC1)C(=O)OC(C)(C)C (1,1-dimethylethyl 3-hydroxypiperidine-1-carboxylate), CN(C=O)C (N,N-dimethylformamide). The solvent is CCCCC (pentane). Conditions: time 1 hour. Yields the product FC=1C=C(C=CC1F)COC1CN(CCC1)C(=O)OC(C)(C)C (1,1-dimethylethyl 3-{[(3,4-difluorophenyl)methyl]oxy}piperidine-1-carboxylate). Yield: 93.9%. Reaction SMILES: [H-].[Na+].CN(C)C=O.[OH:8][CH:9]1[CH2:14][CH2:13][CH2:12][N:11]([C:15]([O:17][C:18]([CH3:21])([CH3:20])[CH3:19])=[O:16])[CH2:10]1.[F:22][C:23]1[CH:24]=[C:25]([CH:28]=[CH:29][C:30]=1[F:31])[CH2:26]Br>CCCCC>[F:22][C:23]1[CH:24]=[C:25]([CH2:26][O:8][CH:9]2[CH2:14][CH2:13][CH2:12][N:11]([C:15]([O:17][C:18]([CH3:21])([CH3:20])[CH3:19])=[O:16])[CH2:10]2)[CH:28]=[CH:29][C:30]=1[F:31] |f:0.1|. Procedure details: To sodium hydride (60% w/w dispersion in oil, 0.62 g, 16.4 mmol) washed in pentane was added N,N-dimethylformamide (20 ml) and then 1,1-dimethylethyl 3-hydroxypiperidine-1-carboxylate (Preparation 117, 3.0 g, 14.9 mmol). The reaction mixture was stirred for 1 h, before adding 3,4-difluorobenzyl bromide (2.0 ml, 16.4 mmol) and stirring the reaction mixture for 18 h. The reaction mixture was concentrated in vacuo and the crude residue was dissolved in dichloromethane and washed with brine and drie... Starting materials: CCCC[SnH](CCCC)CCCC, C1CCOC1, CC1(O)CC(=O)OC(c2ccc(OCc3ccccc3)cc2)C1Br. RXN SMILES: [CH2:25]([SnH:26]([CH2:27][CH2:28][CH2:29][CH3:30])[CH2:31][CH2:32][CH2:33][CH3:34])[CH2:35][CH2:36][CH3:37].[O:38]1[CH2:39][CH2:40][CH2:41][CH2:42]1.[OH:1][C:2]1([CH3:24])[CH2:3][C:4](=[O:5])[O:6][CH:7]([c:10]2[cH:11][cH:12][c:13]([O:16][CH2:17][c:18]3[cH:19][cH:20][cH:21][cH:22][cH:23]3)[cH:14][cH:15]2)[CH:8]1[Br:9]>>[OH:1][C:2]1([CH3:24])[CH2:3][C:4](=[O:5])[O:6][CH:7]([c:10]2[cH:11][cH:12][c:13]([O:16][CH2:17][c:18]3[cH:19][cH:20][cH:21][cH:22][cH:23]3)[cH:14][cH:15]2)[CH2:8]1. Yields the product CC1(O)CC(=O)OC(c2ccc(OCc3ccccc3)cc2)C1. Starting materials: N1C=NC2=NC=CC=C21 (imidazo[4,5-b]pyridine), FC1=CC=C(C=C1)[N+](=O)[O-] (4-fluoronitrobenzene), ClC1=C(C=C(C=C1)N=C=O)C(F)(F)F (4-chloro-3-(trifluoromethyl)phenyl isocyanate). The product is ClC1=C(C=C(C=C1)NC(=O)NC1=CC=C(C=C1)N1C=NC=2C1=NC=CC2)C(F)(F)F (1-(4-Chloro-3-(trifluoromethyl)phenyl)-3-(4-imidazo-[4,5-b]pyridin-3-ylphenyl)urea). Reaction SMILES: [NH:1]1[C:9]2[C:4](=[N:5][CH:6]=[CH:7][CH:8]=2)[N:3]=[CH:2]1.F[C:11]1[CH:16]=[CH:15][C:14]([N+:17]([O-])=O)=[CH:13][CH:12]=1.[Cl:20][C:21]1[CH:26]=[CH:25][C:24]([N:27]=[C:28]=[O:29])=[CH:23][C:22]=1[C:30]([F:33])([F:32])[F:31]>>[Cl:20][C:21]1[CH:26]=[CH:25][C:24]([NH:27][C:28]([NH:17][C:14]2[CH:15]=[CH:16][C:11]([N:3]3[C:4]4=[N:5][CH:6]=[CH:7][CH:8]=[C:9]4[N:1]=[CH:2]3)=[CH:12][CH:13]=2)=[O:29])=[CH:23][C:22]=1[C:30]([F:31])([F:32])[F:33]. Procedure: The title compound can be synthesized from imidazo[4,5-b]pyridine, 4-fluoronitrobenzene and 4-chloro-3-(trifluoromethyl)phenyl isocyanate by using the same techniques as in Example 1. The reactants are C(C1=CC=CC=C1)N1CCC(CC1)NC(\C=C\1/C(CCN(C2=C1C=CC=C2)C(=O)C2=C(N=C(S2)C2=CC=CC=C2)C)(F)F)=O ((Z)-N-(1-benzyl-4-piperidyl)-[4,4-difluoro-1-(4-methyl-2-phenylthiazole-5-carbonyl)-2,3,4,5-tetrahydro-1H-1-benzoazepin-5-ylidene]-acetamide), ClC(=O)OC(C)Cl (1-chloroethyl chloroformate). The solvent is ClCCl (dichloromethane). Reaction conditions: time 3.5 hour. Product: Cl.FC\1(CCN(C2=C(/C1=C/C(=O)NC1CCNCC1)C=CC=C2)C(=O)C2=C(N=C(S2)C2=CC=CC=C2)C)F ((Z)-[4,4-difluoro-1-(4-methyl-2-phenylthiazole-5-carbonyl)-2,3,4,5-tetrahydro-1H-1-benzoazepin-5-ylidene]-N-(4-piperidyl)acetamide monohydrochloride). As a reaction SMILES: C([N:8]1[CH2:13][CH2:12][CH:11]([NH:14][C:15](=[O:44])/[CH:16]=[C:17]2\[C:18]([F:43])([F:42])[CH2:19][CH2:20][N:21]([C:28]([C:30]3[S:34][C:33]([C:35]4[CH:40]=[CH:39][CH:38]=[CH:37][CH:36]=4)=[N:32][C:31]=3[CH3:41])=[O:29])[C:22]3[CH:27]=[CH:26][CH:25]=[CH:24][C:23]\2=3)[CH2:10][CH2:9]1)C1C=CC=CC=1.[Cl:45]C(OC(Cl)C)=O>ClCCl>[ClH:45].[F:43][C:18]1([F:42])[CH2:19][CH2:20][N:21]([C:28]([C:30]2[S:34][C:33]([C:35]3[CH:40]=[CH:39][CH:38]=[CH:37][CH:36]=3)=[N:32][C:31]=2[CH3:41])=[O:29])[C:22]2[CH:27]=[CH:26][CH:25]=[CH:24][C:23]=2/[C:17]/1=[CH:16]/[C:15]([NH:14][CH:11]1[CH2:10][CH2:9][NH:8][CH2:13][CH2:12]1)=[O:44] |f:3.4|. Reported procedure: To a solution of 500 mg of (Z)-N-(1-benzyl-4-piperidyl)-[4,4-difluoro-1-(4-methyl-2-phenylthiazole-5-carbonyl)-2,3,4,5-tetrahydro-1H-1-benzoazepin-5-ylidene]-acetamide in 15 ml of dichloromethane was added 88 μl of 1-chloroethyl chloroformate, and the mixture was stirred for 3.5 hours with heating under refluxing. The solvent was evaporated, and 20 ml of methanol was added to the residue, followed by stirring at 50° C. for two hours. After this was cooled down to room temperature, a saturated aq... Reactants: CO.ClCCl (methanol dichloromethane), I (hydriodic acid), C(C)(C)(C)OC(=O)N1CCN(CCC1)C1=NC2=C(N1CC=C)C=CC=C2 (1-t-butoxycarbonyl-4-(1-(allyl)-1H-benzimidazol-2-yl)[1,4]diazepane), C(C)O (ethanol). Solvent: C(C)OCC (diethyl ether). Conditions: time 1 hour. The product is I.C(C=C)N1C(=NC2=C1C=CC=C2)N2CCNCCC2 (4-(1-(allyl)-1H-benzimidazol-2-yl)[1,4]diazepane hydriodic acid salt). Reaction SMILES: CO.ClCCl.C(OC([N:13]1[CH2:19][CH2:18][CH2:17][N:16]([C:20]2[N:24]([CH2:25][CH:26]=[CH2:27])[C:23]3[CH:28]=[CH:29][CH:30]=[CH:31][C:22]=3[N:21]=2)[CH2:15][CH2:14]1)=O)(C)(C)C.C(O)C.[IH:35]>C(OCC)C>[IH:35].[CH2:25]([N:24]1[C:23]2[CH:28]=[CH:29][CH:30]=[CH:31][C:22]=2[N:21]=[C:20]1[N:16]1[CH2:17][CH2:18][CH2:19][NH:13][CH2:14][CH2:15]1)[CH:26]=[CH2:27] |f:0.1,6.7|. Procedure: Combine 1-t-butoxycarbonyl-4-(1H-benzimidazol-2-yl)[1,4]diazepane (0.8 g, 2.5 mmol) in dimethylformamide (10 mL). Add sodium hydride (0.13 g, 60% in oil, 3.25 mmol). After about 30 minutes, when the gas evolution ceases, add allyl bromide (0.35 mL 4.0 mmol). Heat to 75° C. After 4 hours, dilute with ethyl acetate and extract with a saturated aqueous sodium bicarbonate solution and then brine. Dry the organic layer over MgSO4, filter, and evaporate in vacuo to give 1-t-butoxycarbonyl-4-(1-(allyl)... Reactants: FC(S(=O)(=O)OC1=C(C=C(C=C1)OC)CCC(=O)OC(C)(C)C)(F)F (tert-butyl 3-(2-trifluoromethylsulfonyloxy-5-methoxyphenyl)propionate), C(C=C)[Sn](CCCC)(CCCC)CCCC (allyltributyl tin), [Cl-].[Li+] (lithium chloride). Reagents/catalysts: C1([P]([Pd][P](C2=CC=CC=C2)(C3=CC=CC=C3)C4=CC=CC=C4)(C5=CC=CC=C5)C6=CC=CC=C6)=CC=CC=C1 (bis(triphenylphosphine)palladium). Solvent: CN(C)C=O (DMF). Reaction conditions: temperature 95 celsius. Yields the product C(=CC)C1=C(C=C(C=C1)OC)CCC(=O)OC(C)(C)C (tert-Butyl 3-(2-propeny-5-methoxyphenyl)propionate). Yield: 171.6%. Reaction SMILES: FC(F)(F)S(O[C:7]1[CH:12]=[CH:11][C:10]([O:13][CH3:14])=[CH:9][C:8]=1[CH2:15][CH2:16][C:17]([O:19][C:20]([CH3:23])([CH3:22])[CH3:21])=[O:18])(=O)=O.[CH2:26]([Sn](CCCC)(CCCC)CCCC)[CH:27]=[CH2:28].[Cl-].[Li+]>CN(C=O)C.C1(C=CC=CC=1)[P](C1C=CC=CC=1)(C1C=CC=CC=1)[Pd][P](C1C=CC=CC=1)(C1C=CC=CC=1)C1C=CC=CC=1>[CH:26]([C:7]1[CH:12]=[CH:11][C:10]([O:13][CH3:14])=[CH:9][C:8]=1[CH2:15][CH2:16][C:17]([O:19][C:20]([CH3:23])([CH3:22])[CH3:21])=[O:18])=[CH:27][CH3:28] |f:2.3,^1:54,68|. Reported procedure: Argon was passed through a solution of tert-butyl 3-(2-trifluoromethylsulfonyloxy-5-methoxyphenyl)propionate (15 g, 39 mmol), allyltributyl tin (15.8 mL, 51 mmol), and lithium chloride (2.1 g, 51 mmol) in DMF (120 mL) for 10 min, and bis(triphenylphosphine)palladium dchloride (1.5 g, 2.2 mmol) was added. The reaction mixture was heated at 95° C. for 1.5 h and evaporated. The residue was partitioned between 10% KF aquoues solution and ether. The combined extracts were dried and evaporated to give... Starting materials: ClC=1C(=C(C=CC1)C1=CC=CC=C1)C (3-chloro-2-methyl-[1,1'-biphenyl]), BrN1C(CCC1=O)=O (N-bromosuccinimide). Solvent: C(Cl)(Cl)(Cl)Cl (carbon tetrachloride). Run at time 64 hour. Product: BrCC1=C(C=CC=C1Cl)C1=CC=CC=C1 (2-bromomethyl-3-chloro-[1,1'-biphenyl]). Reaction SMILES: [Cl:1][C:2]1[C:3]([CH3:14])=[C:4]([C:8]2[CH:13]=[CH:12][CH:11]=[CH:10][CH:9]=2)[CH:5]=[CH:6][CH:7]=1.[Br:15]N1C(=O)CCC1=O>C(Cl)(Cl)(Cl)Cl>[Br:15][CH2:14][C:3]1[C:2]([Cl:1])=[CH:7][CH:6]=[CH:5][C:4]=1[C:8]1[CH:9]=[CH:10][CH:11]=[CH:12][CH:13]=1. Procedure details: A stirred solution of 3-chloro-2-methyl-[1,1'-biphenyl] (13.5 g, 0.067 mole) and N-bromosuccinimide (11.8 g, 0.067 mole) in 125 ml of carbon tetrachloride was irradiated and heated to reflux for 61/2 hours with a 250 watt brooder lamp. The light/heat source was turned off and the reaction mixture stirred at room temperature for approximately 64 hours. The reaction mixture was again irradiated and heated for two hours with the brooder lamp. The mixture was cooled, a solid precipitate filtered off... The reactants are C[Si](C#CC=CC#CCCCC)(C)C (1-trimethylsilyl-dec-3-ene-1,5-diyne), C(=O)([O-])[O-].[K+].[K+] (K2CO3). The solvent is CO (methanol). The product is C#CC=CC#CCCCC (dec-3-ene-1,5-diyne). Isolated yield 80.0%. As a reaction SMILES: C[Si](C)(C)[C:3]#[C:4][CH:5]=[CH:6][C:7]#[C:8][CH2:9][CH2:10][CH2:11][CH3:12].C([O-])([O-])=O.[K+].[K+]>CO>[CH:3]#[C:4][CH:5]=[CH:6][C:7]#[C:8][CH2:9][CH2:10][CH2:11][CH3:12] |f:1.2.3|. Procedure details: Compound (a5) (3.02 g, 14.80 mmol) was dissolved in dry methanol (10 ml), and the solution was stirred with K2CO3 (1.0 g) at room temp. for 1.5 hrs. After the evaporation of methanol in vacuo, the reaction was quenched with saturated aqueous NaHCO3 solution and the resultant solution was extracted with EtOAc. The organic layer was separated and dried over MgSO4. After filtration, the solvent was evaporated in vacuo. The residue was purified by flash chromatography to give the title compound as a...